From a dataset of the Open Reaction Database (ORD), a public repository of structured organic reaction records. describe an organic reaction: reactants, conditions, products, and yield Starting materials: CCOC(=O)CCc1ccc(NCc2cccc(-c3c(C)cc(OCCCN4CCCC4=O)cc3C)c2)cc1F, CO, CCOC(C)=O, Cl, [Na+], C1CCOC1, [OH-], O=S(=O)(O)c1ccccc1. Yields the product Cc1cc(OCCCN2CCCC2=O)cc(C)c1-c1cccc(CNc2ccc(CCC(=O)O)c(F)c2)c1, O=S(=O)(O)c1ccccc1. RXN SMILES: [CH3:1][c:2]1[c:3](-[c:19]2[cH:20][c:21]([CH2:25][NH:26][c:27]3[cH:28][c:29]([F:40])[c:30]([CH2:33][CH2:34][C:35](=[O:36])[O:37][CH2:38][CH3:39])[cH:31][cH:32]3)[cH:22][cH:23][cH:24]2)[c:4]([CH3:18])[cH:5][c:6]([O:8][CH2:9][CH2:10][CH2:11][N:12]2[C:13](=[O:17])[CH2:14][CH2:15][CH2:16]2)[cH:7]1.[CH3:41][OH:42].[CH3:56][CH2:57][O:58][C:59](=[O:60])[CH3:61].[ClH:45].[Na+:44].[O:62]1[CH2:63][CH2:64][CH2:65][CH2:66]1.[OH-:43].[c:46]1([S:52](=[O:53])(=[O:54])[OH:55])[cH:47][cH:48][cH:49][cH:50][cH:51]1>>[CH3:1][c:2]1[c:3](-[c:19]2[cH:20][c:21]([CH2:25][NH:26][c:27]3[cH:28][c:29]([F:40])[c:30]([CH2:33][CH2:34][C:35](=[O:36])[OH:37])[cH:31][cH:32]3)[cH:22][cH:23][cH:24]2)[c:4]([CH3:18])[cH:5][c:6]([O:8][CH2:9][CH2:10][CH2:11][N:12]2[C:13](=[O:17])[CH2:14][CH2:15][CH2:16]2)[cH:7]1.[c:46]1([S:52](=[O:53])(=[O:54])[OH:55])[cH:47][cH:48][cH:49][cH:50][cH:51]1. Procedure: 2-Methanesulfinyl-7-(6-methoxy-pyridin-3-yl)-pyrrolo[2,1-f][1,2,4]triazine (125.0 mg, 0.0004335 mol), N,N-Diisopropylethylamine (0.249 mL, 0.00143 mol) and 5-Amino-1-methyl-1,3-dihydro-indol-2-one (0.141 g, 0.000867 mol) were dissolved in 1-Methoxy-2-propanol (0.498 mL, 0.00510 mol) and the reaction was irradiated at 300 watts, 180° C. for 40 minutes or until HPLC showed consumption of starting material. The reaction mixture was then reduced en vacuo and the product was isolated and purified by ... Isolated yield 8.3%. The reactants are CS(=O)C1=NN2C(C=N1)=CC=C2C=2C=NC(=CC2)OC (2-Methanesulfinyl-7-(6-methoxy-pyridin-3-yl)-pyrrolo[2,1-f][1,2,4]triazine), C(C)(C)N(C(C)C)CC (N,N-Diisopropylethylamine), NC=1C=C2CC(N(C2=CC1)C)=O (5-Amino-1-methyl-1,3-dihydro-indol-2-one), COCC(C)O (1-Methoxy-2-propanol). Reaction SMILES: CS([C:4]1[N:9]=[CH:8][C:7]2=[CH:10][CH:11]=[C:12]([C:13]3[CH:14]=[N:15][C:16]([O:19][CH3:20])=[CH:17][CH:18]=3)[N:6]2[N:5]=1)=O.C(N(CC)C(C)C)(C)C.[NH2:30][C:31]1[CH:32]=[C:33]2[C:37](=[CH:38][CH:39]=1)[N:36]([CH3:40])[C:35](=[O:41])[CH2:34]2.COCC(O)C>>[CH3:20][O:19][C:16]1[N:15]=[CH:14][C:13]([C:12]2[N:6]3[C:7]([CH:8]=[N:9][C:4]([NH:30][C:31]4[CH:32]=[C:33]5[C:37](=[CH:38][CH:39]=4)[N:36]([CH3:40])[C:35](=[O:41])[CH2:34]5)=[N:5]3)=[CH:10][CH:11]=2)=[CH:18][CH:17]=1. The product is COC1=CC=C(C=N1)C1=CC=C2C=NC(=NN21)NC=2C=C1CC(N(C1=CC2)C)=O (5-[7-(6-Methoxy-pyridin-3-yl)-pyrrolo[2,1-f][1,2,4]triazin-2-ylamino]-1-methyl-1,3-dihydro-indol-2-one). Run at temperature 45 celsius, time 20 hour. Starting materials: FC1=C(CN2C(=CC=C2)C=O)C=CC=C1 (1-(2-fluorobenzyl)pyrrole-2-carboxaldehyde), CCOCC (ether), Grignard reagent, [Br-] (bromide), [Cl-].[NH4+] (ammonium chloride), [Cl-].[NH4+] (ammonium chloride). RXN SMILES: [Br-].[F:2][C:3]1[CH:16]=[CH:15][CH:14]=[CH:13][C:4]=1[CH2:5][N:6]1[CH:10]=[CH:9][CH:8]=[C:7]1[CH:11]=[O:12].[Cl-].[NH4+:18].CCO[CH2:22][CH3:23]>>[F:2][C:3]1[CH:16]=[CH:15][CH:14]=[CH:13][C:4]=1[CH2:5][N:6]1[CH:10]=[CH:9][CH:8]=[C:7]1[CH:11]([OH:12])[CH2:10][CH2:9][CH2:8][N:18]1[CH2:4][CH2:5][N:6]([C:23]2[CH:22]=[CH:16][CH:15]=[CH:14][CH:13]=2)[CH2:7][CH2:11]1 |f:2.3|. Yields the product FC1=C(CN2C(=CC=C2)C(CCCN2CCN(CC2)C2=CC=CC=C2)O)C=CC=C1 (1-[1-(2-fluorobenyl)-2-pyrryl]-4-(4-phenylpiperazino)butanol). Reported procedure: The Grignard reagent of 4-phenylpiperaznopropylmagnesium bromide is added to benzane and the mixture is refluxed at 45°C for 1 hour. The mixture is permitted to cool and a solution of 1-(2-fluorobenzyl)pyrrole-2-carboxaldehyde in ether is added and then the mixture is stirred at 45°C for 20 hours. The reaction is permitted to cool, poured into ammonium chloride solution and the ammonium chloride solution is stirred for 30 minutes and extracted with chloroform. The combined chloroform extracts ar... The reactants are N1N=CC=C1 (pyrazole), ClC=1N=C(C2=C(N1)SC(=C2)CC)NCC2=CC(=C(C=C2)OC)OC (2-chloro-6-ethyl-4-(3,4-dimethoxybenzylamino)-thieno-[2,3-d]-pyrimidine). Yields the product N1(N=CC=C1)C=1N=C(C2=C(N1)SC(=C2)CC)NCC2=CC(=C(C=C2)OC)OC (2-(pyrazol-1-yl)-6-ethyl-4-(3,4-dimethoxybenzylamino)-thieno-[2,3-d]-pyrimidine). Reaction SMILES: [NH:1]1[CH:5]=[CH:4][CH:3]=[N:2]1.Cl[C:7]1[N:8]=[C:9]([NH:18][CH2:19][C:20]2[CH:25]=[CH:24][C:23]([O:26][CH3:27])=[C:22]([O:28][CH3:29])[CH:21]=2)[C:10]2[CH:15]=[C:14]([CH2:16][CH3:17])[S:13][C:11]=2[N:12]=1>>[N:1]1([C:7]2[N:8]=[C:9]([NH:18][CH2:19][C:20]3[CH:25]=[CH:24][C:23]([O:26][CH3:27])=[C:22]([O:28][CH3:29])[CH:21]=3)[C:10]3[CH:15]=[C:14]([CH2:16][CH3:17])[S:13][C:11]=3[N:12]=2)[CH:5]=[CH:4][CH:3]=[N:2]1. Procedure details: Following the procedure of Example 97, the reaction of pyrazole with 2-chloro-6-ethyl-4-(3,4-dimethoxybenzylamino)-thieno-[2,3-d]-pyrimidine gives 2-(pyrazol-1-yl)-6-ethyl-4-(3,4-dimethoxybenzylamino)-thieno-[2,3-d]-pyrimidine. The product is Cc1ccc(S(=O)(=O)NN=CC(Cl)(Cl)Cl)cc1. Reactants: CO, OC(O)C(Cl)(Cl)Cl, Cc1ccc(S(=O)(=O)NN)cc1. Reaction SMILES: [CH3:20][OH:21].[OH:1][CH:2]([OH:3])[C:4]([Cl:5])([Cl:6])[Cl:7].[c:8]1([CH3:19])[cH:9][cH:10][c:11]([S:14](=[O:15])(=[O:16])[NH:17][NH2:18])[cH:12][cH:13]1>>[CH:2]([C:4]([Cl:5])([Cl:6])[Cl:7])=[N:18][NH:17][S:14]([c:11]1[cH:10][cH:9][c:8]([CH3:19])[cH:13][cH:12]1)(=[O:15])=[O:16].